This data is from the Open Reaction Database (ORD), a public repository of structured organic reaction records. The task is: describe an organic reaction: reactants, conditions, products, and yield Starting materials: N (ammonia), COC1=CC=C(C(C2=CC=C(C=C2)OC)(C2=CC=CC=C2)OC[C@@H]2[C@]3(C[C@@H](O2)N2C(=O)NC(=O)C(C)=C2)OC3)C=C1 (5′-O-(4,4′-dimethoxytrityl)-3′-C,O-methylenethymidine), CO (methanol), CO (methanol). Conditions: time 3 day. The product is COC1=CC=C(C(C2=CC=C(C=C2)OC)(C2=CC=CC=C2)OC[C@@H]2[C@](C[C@@H](O2)N2C(=O)NC(=O)C(C)=C2)(O)CN)C=C1 (5′-O-(4,4′-dimethoxytrityl)-3′-C-aminomethylthymidine). Yield: 45.0%. RXN SMILES: [NH3:1].[CH3:2][O:3][C:4]1[CH:42]=[CH:41][C:7]([C:8]([O:23][CH2:24][C@H:25]2[O:29][C@@H:28]([N:30]3[CH:38]=[C:36]([CH3:37])[C:34](=[O:35])[NH:33][C:31]3=[O:32])[CH2:27][C@:26]32[CH2:40][O:39]3)([C:17]2[CH:22]=[CH:21][CH:20]=[CH:19][CH:18]=2)[C:9]2[CH:14]=[CH:13][C:12](OC)=[CH:11][CH:10]=2)=[CH:6][CH:5]=1.[CH3:43][OH:44]>>[CH3:43][O:44][C:12]1[CH:11]=[CH:10][C:9]([C:8]([O:23][CH2:24][C@H:25]2[O:29][C@@H:28]([N:30]3[CH:38]=[C:36]([CH3:37])[C:34](=[O:35])[NH:33][C:31]3=[O:32])[CH2:27][C@:26]2([CH2:40][NH2:1])[OH:39])([C:17]2[CH:22]=[CH:21][CH:20]=[CH:19][CH:18]=2)[C:7]2[CH:41]=[CH:42][C:4]([O:3][CH3:2])=[CH:5][CH:6]=2)=[CH:14][CH:13]=1. Procedure: A saturated solution of ammonia in methanol (9 ml) was added to a solution of 5′-O-(4,4′-dimethoxytrityl)-3′-C,O-methylenethymidine (901 mg; 1.62 mmol) in methanol (3 ml), and the resulting solution stood at room temperature for 3 days. Excess ammonia and methanol was evaporated and the residue purified by chromatography (CH3OH-Hexanes-CHCl3, 1:1:8) to yield 414 mg (45%) of 5′-O-(4,4′-dimethoxytrityl)-3′-C-aminomethylthymidine as a colorless solid.